Task: describe an organic reaction: reactants, conditions, products, and yield. Dataset: the Open Reaction Database (ORD), a public repository of structured organic reaction records Starting materials: CN1CCN(CC1)NC=1OCC(C1C(=O)OCC)=O (ethyl 2-[(4-methyl-1-piperazinyl)amino]-4-oxo-4,5-dihydrofuran-3-carboxylate), N1C=C(C2=CC=CN=C12)C=O (7-azaindole-3-carboxaldehyde), N1[C@H](C(=O)O)CCC1 (L-proline). Solvent: C(C)O (ethanol). Product: N1C=C(C=2C1=NC=CC2)C=C2C(C(=C(O2)NN2CCN(CC2)C)C(=O)OCC)=O (Ethyl 5-[(1H-pyrrolo[2,3-b]pyridin-3-yl)methylene]-2-[(4-methyl-1-piperazinyl)amino]-4-oxo-4,5-dihydrofuran-3-carboxylate). Yield: 14.3%. Reaction SMILES: [CH3:1][N:2]1[CH2:7][CH2:6][N:5]([NH:8][C:9]2[O:10][CH2:11][C:12](=[O:19])[C:13]=2[C:14]([O:16][CH2:17][CH3:18])=[O:15])[CH2:4][CH2:3]1.[NH:20]1[C:28]2[C:23](=[CH:24][CH:25]=[CH:26][N:27]=2)[C:22]([CH:29]=O)=[CH:21]1.N1CCC[C@H]1C(O)=O>C(O)C>[NH:20]1[C:28]2=[N:27][CH:26]=[CH:25][CH:24]=[C:23]2[C:22]([CH:29]=[C:11]2[O:10][C:9]([NH:8][N:5]3[CH2:6][CH2:7][N:2]([CH3:1])[CH2:3][CH2:4]3)=[C:13]([C:14]([O:16][CH2:17][CH3:18])=[O:15])[C:12]2=[O:19])=[CH:21]1. Procedure details: To a solution of ethyl 2-[(4-methyl-1-piperazinyl)amino]-4-oxo-4,5-dihydrofuran-3-carboxylate (0.080 g, 0.30 mmol) which similarly prepared according to the procedure described in the Example 74, Fourth step and 7-azaindole-3-carboxaldehyde (0.040 g, 0.30 mmol) in ethanol (2.0 mL), L-proline (0.020 g, 0.17 mmol) was added at ambient temperature. The mixture was refluxed for 1.5 days. Cooled to ambient temperature, the precipitate was collected by filtration, washed with ethanol and hexane then d... The reactants are Brc1cnc2[nH]ccc2c1, CC[N+](CC)(CC)Cc1ccccc1, [Cl-], C[Si](C)(C)CCOCCl, ClCCl, [Na+], [OH-]. The product is C[Si](C)(C)CCOCn1ccc2cc(Br)cnc21. Reaction SMILES: [Br:1][c:2]1[cH:3][c:4]2[c:5]([n:6][cH:7]1)[nH:8][cH:9][cH:10]2.[CH2:23]([N+:24]([CH2:25][CH3:26])([CH2:27][CH3:28])[CH2:29][CH3:30])[c:31]1[cH:32][cH:33][cH:34][cH:35][cH:36]1.[Cl-:22].[Cl:11][CH2:12][O:13][CH2:14][CH2:15][Si:16]([CH3:17])([CH3:18])[CH3:19].[Cl:37][CH2:38][Cl:39].[Na+:21].[OH-:20]>>[Br:1][c:2]1[cH:3][c:4]2[c:5]([n:6][cH:7]1)[n:8]([CH2:12][O:13][CH2:14][CH2:15][Si:16]([CH3:17])([CH3:18])[CH3:19])[cH:9][cH:10]2. RXN SMILES: [F:1][C:2]1[C:7]([Li:8])=[C:6]([F:9])[C:5]([F:10])=[C:4]([F:11])[C:3]=1[F:12].Br[C:14]1[C:19]([F:20])=[C:18]([F:21])[C:17]([F:22])=[C:16]([F:23])[C:15]=1[F:24].C([Li:29])CCC.[S:30](=O)=[O:31]>C(OCC)C.CCCCCC>[F:1][C:2]1[C:7]([Li:8])=[C:6]([F:9])[C:5]([F:10])=[C:4]([F:11])[C:3]=1[F:12].[F:20][C:19]1[C:14]([S:30][O-:31])=[C:15]([F:24])[C:16]([F:23])=[C:17]([F:22])[C:18]=1[F:21].[Li+:29] |f:4.5,7.8|. The reactants are BrC1=C(C(=C(C(=C1F)F)F)F)F (bromopentafluorobenzene), bromine-metal, S(=O)=O (sulfur dioxide), C(CCC)[Li] (butyllithium), pentafluorophenyl alkali metal, FC1=C(C(=C(C(=C1[Li])F)F)F)F (pentafluorophenyllithium), raw material. Procedure details: Up to now, several synthetic reactions for pentafluorophenyl alkali metal salt are known. For example, a method of producing pentafluorophenyllithium through bromine-metal exchange reaction using relatively expensive bromopentafluorobenzene as a starting raw material for a source of pentafluorophenyl group and butyllithium is already known. For example, in Synthesis of Fluoroorganic Compounds, p. 190, Springer-Verlag (1985), pentafluorophenyllithium is prepared in diethylether-hexane at -70° C. ... Run in C(C)OCC.CCCCCC (diethylether hexane). Yields the product FC1=C(C(=C(C(=C1[Li])F)F)F)F (pentafluorophenyllithium), FC1=C(C(=C(C(=C1S[O-])F)F)F)F.[Li+] (lithium pentafluorophenylsulfenate). Reactants: O (water), C1(CCC1)/C=C/C(=O)OCC ((E)-Ethyl 3-cyclobutylacrylate), OC=1C=C(C=CC1)B(O)O (3-hydroxyphenylboronic acid), hydroxy[(S)-BINAP]-rhodium(I), O1CCOCC1 (1,4-dioxane), C1(CCC1)[C@H](CC(=O)OC)C1=CC(=CC=C1)O (Methyl (3S)-3-cyclobutyl-3-(3-hydroxyphenyl)propanoate), C1(CCC1)[C@@H](CC(=O)OC)C1=CC(=CC=C1)O (methyl (3R)-3-cyclobutyl-3-(3-hydroxyphenyl)propanoate). Run in CCOC(=O)C (EtOAc). Conditions: temperature 45 celsius, time 3 hour. Yields the product C1(CCC1)[C@H](CC(=O)OCC)C1=CC(=CC=C1)O ((S)-ethyl 3-cyclobutyl-3-(3-hydroxyphenyl)propanoate), C1(CCC1)[C@@H](CC(=O)OCC)C1=CC(=CC=C1)O ((R)-ethyl 3-cyclobutyl-3-(3-hydroxyphenyl)propanoate). Isolated yield 96.0%. Reaction SMILES: [CH:1]1([C@@H:5]([C:11]2[CH:16]=[CH:15][CH:14]=[C:13]([OH:17])[CH:12]=2)[CH2:6][C:7]([O:9][CH3:10])=[O:8])[CH2:4][CH2:3][CH2:2]1.[CH:18]1([C@H](C2C=CC=C(O)C=2)CC(OC)=O)CCC1.[OH:35][C:36]1[CH:37]=[C:38](B(O)O)[CH:39]=[CH:40][CH:41]=1.O1CCOCC1.O.[CH:52]1(/[CH:56]=[CH:57]/[C:58]([O:60][CH2:61][CH3:62])=[O:59])[CH2:55][CH2:54][CH2:53]1>CCOC(C)=O>[CH:1]1([C@@H:5]([C:11]2[CH:16]=[CH:15][CH:14]=[C:13]([OH:17])[CH:12]=2)[CH2:6][C:7]([O:9][CH2:10][CH3:18])=[O:8])[CH2:2][CH2:3][CH2:4]1.[CH:52]1([C@H:56]([C:38]2[CH:39]=[CH:40][CH:41]=[C:36]([OH:35])[CH:37]=2)[CH2:57][C:58]([O:60][CH2:61][CH3:62])=[O:59])[CH2:53][CH2:54][CH2:55]1. Reported procedure: Methyl (3S)-3-cyclobutyl-3-(3-hydroxyphenyl)propanoate or methyl (3R)-3-cyclobutyl-3-(3-hydroxyphenyl)propanoate (70). A mixture of 3-hydroxyphenylboronic acid (available from Aldrich) (2.2 g, 16 mmol) and hydroxy[(S)-BINAP]-rhodium(I) dimer (0.24 g, 0.16 mmol) in 1,4-dioxane (10 mL, 3.2 mmol) was sparged with N2. To the mixture were added water (1.0 mL, 3.2 mmol) and (E)-ethyl 3-cyclobutylacrylate 70.C (0.56 mL, 3.2 mmol). The resulting red-brown solution was warmed to 45° C. and stirred for 3 ... The reactants are F[B-](F)(F)F.N1(N=NC2=C1C=CC=C2)OC(N(C)C)=[N+](C)C ([benzotriazol-1-yloxy(dimethylamino)methylene]-dimethyl-ammonium tetrafluoroborate), C(C)(C)N(CC)C(C)C (diisopropyl ethyl amine), N1(CCNCC1)C(=O)OC(C)(C)C (tert-butyl piperazine-1-carboxylate), IC1=CC(=NC=C1)C(C(=O)O)(C)C (2-(4-iodo-2-pyridyl)-2-methyl-propanoic acid). Run in ClCCl (dichloromethane), ClCCl (dichloromethane), CN(C=O)C (N,N-dimethylformamide). Conditions: time 1 hour. Yields the product IC1=CC(=NC=C1)C(C(=O)N1CCN(CC1)C(=O)OC(C)(C)C)(C)C (tert-butyl 4-[2-(4-iodo-2-pyridyl)-2-methyl-propanoyl]piperazine-1-carboxylate). The yield is 57.0%. As a reaction SMILES: [I:1][C:2]1[CH:7]=[CH:6][N:5]=[C:4]([C:8]([CH3:13])([CH3:12])[C:9]([OH:11])=O)[CH:3]=1.F[B-](F)(F)F.N1(OC(=[N+](C)C)N(C)C)C2C=CC=CC=2N=N1.C(N(C(C)C)CC)(C)C.[N:45]1([C:51]([O:53][C:54]([CH3:57])([CH3:56])[CH3:55])=[O:52])[CH2:50][CH2:49][NH:48][CH2:47][CH2:46]1>ClCCl.CN(C)C=O>[I:1][C:2]1[CH:7]=[CH:6][N:5]=[C:4]([C:8]([CH3:13])([CH3:12])[C:9]([N:48]2[CH2:47][CH2:46][N:45]([C:51]([O:53][C:54]([CH3:57])([CH3:56])[CH3:55])=[O:52])[CH2:50][CH2:49]2)=[O:11])[CH:3]=1 |f:1.2|. Procedure details: 2-(4-iodo-2-pyridyl)-2-methyl-propanoic acid (100 mg, 0.3435 mmol) was added to dichloromethane (5 mL) followed by the addition of [benzotriazol-1-yloxy(dimethylamino)methylene]-dimethyl-ammonium tetrafluoroborate (110.3 mg, 0.3435 mmol), diisopropyl ethyl amine (88.79 mg, 119.7 μL, 0.6870 mmol) and tert-butyl piperazine-1-carboxylate (83.18 mg, 0.4466 mmol). Some N,N-dimethylformamide (1 ml) was added to help dissolution. The mixture was stirred at ambient temperature for 1 hour. The mixture wa...